describe an organic reaction: reactants, conditions, products, and yield From a dataset of the Open Reaction Database (ORD), a public repository of structured organic reaction records. Starting materials: N1=C(C=CC=C1)C1=CC=C(C(=O)O)C=C1 (4-(2-pyridinyl)benzoic acid), C(C1=CC=CC=C1)N=C=NC1CCCCC1 (N-benzyl-N′-cyclohexylcarbodiimide), ON1N=NC2=C1C=CC=C2 (1-hydroxybenzotriazole), C[C@@H]1N(CCN(C1)CC1=CC=C(C=C1)NC)C(=O)OC(C)(C)C (1,1-Dimethylethyl (2S)-2-methyl-4-{[4-(methylamino)phenyl]methyl}-1-piperazinecarboxylate). Solvent: CN(C)C=O (DMF), C(Cl)Cl (DCM), CN(C)C=O (DMF), C(Cl)Cl (DCM). Conditions: time 30 minute. Product: C[C@@H]1N(CCN(C1)CC1=CC=C(C=C1)N(C(=O)C1=CC=C(C=C1)C1=NC=CC=C1)C)C(=O)OC(C)(C)C (1,1-Dimethylethyl (2S)-2-methyl-4-{[4-(methyl{[4-(2-pyridinyl)phenyl]carbonyl}amino)phenyl]methyl}-1-piperazinecarboxylate). The yield is 35.1%. As a reaction SMILES: [N:1]1[CH:6]=[CH:5][CH:4]=[CH:3][C:2]=1[C:7]1[CH:15]=[CH:14][C:10]([C:11]([OH:13])=O)=[CH:9][CH:8]=1.C(N=C=NC1CCCCC1)C1C=CC=CC=1.ON1C2C=CC=CC=2N=N1.[CH3:42][C@H:43]1[CH2:48][N:47]([CH2:49][C:50]2[CH:55]=[CH:54][C:53]([NH:56][CH3:57])=[CH:52][CH:51]=2)[CH2:46][CH2:45][N:44]1[C:58]([O:60][C:61]([CH3:64])([CH3:63])[CH3:62])=[O:59]>CN(C=O)C.C(Cl)Cl>[CH3:42][C@H:43]1[CH2:48][N:47]([CH2:49][C:50]2[CH:55]=[CH:54][C:53]([N:56]([CH3:57])[C:11]([C:10]3[CH:9]=[CH:8][C:7]([C:2]4[CH:3]=[CH:4][CH:5]=[CH:6][N:1]=4)=[CH:15][CH:14]=3)=[O:13])=[CH:52][CH:51]=2)[CH2:46][CH2:45][N:44]1[C:58]([O:60][C:61]([CH3:62])([CH3:64])[CH3:63])=[O:59]. Procedure: To 4-(2-pyridinyl)benzoic acid (0.0624 g, 0.313 mmol) in DMF (3 mL) was added N-benzyl-N′-cyclohexylcarbodiimide resin (0.294 g, 1.6 mmol/g, 0.47 mmol), 1-hydroxybenzotriazole (0.064 g, 0.47 mmol) and DCM (1 mL) and the mixture was shaken for 30 minutes. 1,1-Dimethylethyl (2S)-2-methyl-4-{[4-(methylamino)phenyl]methyl}-1-piperazine-carboxylate (D3) (100 mg, 0.313 mmol), DMF (3 mL) and DCM (1 mL) were then added and the mixture was shaken for ˜2 days at room temperature The reaction mixture was f... Starting materials: [BH4-].[Na+] (Sodium borohydride), C(=O)C1=CC=C2C(=CN(C2=C1)C)C(C(=O)NS(=O)(=O)C1=C(C=C(C=C1)C)OC)C1=CC2=C(OCO2)C(=C1)OC (6-Formyl-3-{1-(7-methoxy-1,3-benzodioxol-5-yl)-2-[(2-methoxy-4-methylphenyl)sulfonamido]-2-oxoethyl}-1-methyl-1H-indole), Cl (hydrochloric acid), O (water). The solvent is C(C)O (ethanol), O1CCOCC1 (1,4-dioxane). Reaction conditions: time 1.5 hour. Yields the product OCC1=CC=C2C(=CN(C2=C1)C)C(C(=O)NS(=O)(=O)C1=C(C=C(C=C1)C)OC)C1=CC2=C(OCO2)C(=C1)OC (6-(Hydroxymethyl)-3-{1-(7-methoxy-1,3-benzodioxol-5yl)-2-[(2-methoxy-4-methylphenyl)sulfonamido]-2-oxoethyl}-1-methyl-1H_indole). Yield: 79.2%. Reaction SMILES: [BH4-].[Na+].[CH:3]([C:5]1[CH:13]=[C:12]2[C:8]([C:9]([CH:15]([C:31]3[CH:39]=[C:38]([O:40][CH3:41])[C:34]4[O:35][CH2:36][O:37][C:33]=4[CH:32]=3)[C:16]([NH:18][S:19]([C:22]3[CH:27]=[CH:26][C:25]([CH3:28])=[CH:24][C:23]=3[O:29][CH3:30])(=[O:21])=[O:20])=[O:17])=[CH:10][N:11]2[CH3:14])=[CH:7][CH:6]=1)=[O:4].O.Cl>C(O)C.O1CCOCC1>[OH:4][CH2:3][C:5]1[CH:13]=[C:12]2[C:8]([C:9]([CH:15]([C:31]3[CH:39]=[C:38]([O:40][CH3:41])[C:34]4[O:35][CH2:36][O:37][C:33]=4[CH:32]=3)[C:16]([NH:18][S:19]([C:22]3[CH:27]=[CH:26][C:25]([CH3:28])=[CH:24][C:23]=3[O:29][CH3:30])(=[O:21])=[O:20])=[O:17])=[CH:10][N:11]2[CH3:14])=[CH:7][CH:6]=1 |f:0.1|. Reported procedure: Sodium borohydride (9 mg) was added to a suspension of 6-formyl-3-{1-(7-methoxy-1,3-benzodioxol-5-yl)-2-[(2-methoxy-4-methylphenyl)sulfonamido]-2-oxoethyl}-1-methyl-1H-indole (from Example 96, 130 mg, 0.24 mmol) in a mixture of ethanol (3 ml) and 1,4-dioxane (3 ml) at ambient temperature. Stirring was continued for 1.5 hours, and then water was added dropwise until a solution was achieved. After carefully acidifying with drops of concentrated hydrochloric acid, the solvents were evaporated in va... Starting materials: P(=O)([O-])([O-])[O-].[K+].[K+].[K+] (tripotassium phosphate), BrC1=CC=CC=2NC(OC21)=O (7-bromo-1,3-benzoxazol-2(3H)-one), CC(C)N1N=CC=C1C(=O)NC=1C2=CN(N=C2C=C(C1)B1OC(CC(O1)(C)C)(C)C)C1OCCCC1 (1-(1-Methylethyl)-N-[2-(tetrahydro-2H-pyran-2-yl)-6-(4,4,6,6-tetramethyl-1,3,2-dioxaborinan-2-yl)-2H-indazol-4-yl]-1H-pyrazole-5-carboxamide), O (water). The reagents and catalysts are catalyst. Solvent: O1CCOCC1 (1,4-dioxane), CO (methanol). Run at temperature 120 celsius. The product is CC(C)N1N=CC=C1C(=O)NC1=C2C=NNC2=CC(=C1)C1=CC=CC=2NC(OC21)=O (1-(1-Methylethyl)-N-[6-(2-oxo-2,3-dihydro-1,3-benzoxazol-7-yl)-1H-indazol-4-yl]-1H-pyrazole-5-carboxamide). Reaction SMILES: P([O-])([O-])([O-])=O.[K+].[K+].[K+].Br[C:10]1[C:18]2[O:17][C:16](=[O:19])[NH:15][C:14]=2[CH:13]=[CH:12][CH:11]=1.[CH3:20][CH:21]([N:23]1[C:27]([C:28]([NH:30][C:31]2[C:32]3[C:36]([CH:37]=[C:38](B4OC(C)(C)CC(C)(C)O4)[CH:39]=2)=[N:35][N:34](C2CCCCO2)[CH:33]=3)=[O:29])=[CH:26][CH:25]=[N:24]1)[CH3:22].O>O1CCOCC1.CO>[CH3:22][CH:21]([N:23]1[C:27]([C:28]([NH:30][C:31]2[CH:39]=[C:38]([C:10]3[C:18]4[O:17][C:16](=[O:19])[NH:15][C:14]=4[CH:13]=[CH:12][CH:11]=3)[CH:37]=[C:36]3[C:32]=2[CH:33]=[N:34][NH:35]3)=[O:29])=[CH:26][CH:25]=[N:24]1)[CH3:20] |f:0.1.2.3|. Procedure details: A microwave vial was charged with Solvias catalyst (8 mg), tripotassium phosphate (90 mg) and 7-bromo-1,3-benzoxazol-2(3H)-one (from prep. such as US2006/0122189A1, 33 mg). 1-(1-Methylethyl)-N-[2-(tetrahydro-2H-pyran-2-yl)-6-(4,4,6,6-tetramethyl-1,3,2-dioxaborinan-2-yl)-2H-indazol-4-yl]-1H-pyrazole-5-carboxamide (70 mg) in 1,4-dioxane (0.5 ml) was added followed by water (0.1 ml). The reaction was heated under microwave irradiation at 120° C. for 10 min. The reaction was passed through a silica ...